This data is from the Open Reaction Database (ORD), a public repository of structured organic reaction records. The task is: describe an organic reaction: reactants, conditions, products, and yield Reactants: CN(C=O)C (N,N-dimethylformamide), C(CCCCCCCCCCCCCCCC(=O)O)(=O)O (heptadecanedioic acid), C1(=CC=CC=C1)C (toluene), CN(C=O)C (N,N-dimethylformamide), CN(C=O)C (N,N-dimethylformamide). Conditions: time 1 hour. Product: C(C)(C)(C)OC(CCCCCCCCCCCCCCCC(=O)O)=O (Heptadecanedioic acid mono-tert-butyl ester). Isolated yield 33.0%. RXN SMILES: [C:1]([OH:21])(=[O:20])[CH2:2][CH2:3][CH2:4][CH2:5][CH2:6][CH2:7][CH2:8][CH2:9][CH2:10][CH2:11][CH2:12][CH2:13][CH2:14][CH2:15][CH2:16][C:17]([OH:19])=[O:18].CN(C)C=O.[C:27]1([CH3:33])[CH:32]=CC=C[CH:28]=1>>[C:27]([O:18][C:17](=[O:19])[CH2:16][CH2:15][CH2:14][CH2:13][CH2:12][CH2:11][CH2:10][CH2:9][CH2:8][CH2:7][CH2:6][CH2:5][CH2:4][CH2:3][CH2:2][C:1]([OH:21])=[O:20])([CH3:33])([CH3:32])[CH3:28]. Reported procedure: The crude heptadecanedioic acid (0.99 g, 3.3 mmol) was dissolved in toluene (15 ml) at 115° C. N,N-dimethylformamide di-tert-butylacetale (0.79 ml, 3.3 mmol) was added dropwise over 10 min. After refluxing for 1 h more N,N-dimethylformamide di-tert-butylacetale (0.79 ml) was added over 10 min. After refluxing for another 1 h, a last eq of N,N-dimethylformamide di-tert-butylacetale (0.79 ml) was added over 10 min. Reflux was continued for 1 h. On cooling to RT a precipitate appeared, this was fil... Reactants: CC=1SC=C(N1)C#C[C@@]12CCC[C@@](CC1)(C2)NC(=O)C2=NC=CN=C2 (N-((1R,5S)-5-((2-methylthiazol-4-yl)ethynyl)bicyclo[3.2.1]octan-1-yl)pyrazine-2-carboxamide), CC=1SC=C(N1)C#C[C@]12CCC[C@](CC1)(C2)NC(=O)C2=NC=CN=C2 (N-((1S,5R)-5-((2-methylthiazol-4-yl)ethynyl)bicyclo[3.2.1]octan-1-yl)pyrazine-2-carboxamide), N1=C(C=NC=C1)C(=O)O (pyrazine-2-carboxylic acid), intermediate 7-A, 7-B. The product is CC=1SC=C(N1)C(=O)N[C@]12CCC[C@](CC1)(C2)C#CC2=NC=CN=C2 (2-methyl-N-((1R,5S)-5-(pyrazin-2-ylethynyl)bicyclo[3.2.1]octan-1-yl)thiazole-4-carboxamide). As a reaction SMILES: CC1SC=C([C:7]#[C:8][C@:9]23[CH2:16][C@:13]([NH:17][C:18](C4C=NC=CN=4)=[O:19])([CH2:14][CH2:15]2)[CH2:12][CH2:11][CH2:10]3)N=1.[CH3:26][C:27]1[S:28][CH:29]=[C:30](C#C[C@@]23C[C@@](NC(C4C=NC=CN=4)=O)(CC2)CCC3)[N:31]=1.[N:51]1[CH:56]=[CH:55][N:54]=[CH:53][C:52]=1C(O)=O>>[CH3:26][C:27]1[S:28][CH:29]=[C:30]([C:18]([NH:17][C@@:13]23[CH2:16][C@@:9]([C:8]#[C:7][C:52]4[CH:53]=[N:54][CH:55]=[CH:56][N:51]=4)([CH2:15][CH2:14]2)[CH2:10][CH2:11][CH2:12]3)=[O:19])[N:31]=1. Reported procedure: Examples 52 and 53 of table 1, N-((1R,5S)-5-((2-methylthiazol-4-yl)ethynyl)bicyclo[3.2.1]octan-1-yl)pyrazine-2-carboxamide and N-((1S,5R)-5-((2-methylthiazol-4-yl)ethynyl)bicyclo[3.2.1]octan-1-yl)pyrazine-2-carboxamide, were prepared analogously to Example 14 from commerically available pyrazine-2-carboxylic acid and intermediate 7-A or 7-B at ˜0.1 mmol reaction scale, respectively. 1H NMR (500 MHz, CDCl3): δ 9.38 (d, J=1.4 Hz, 1H), 8.74 (d, J=2.5 Hz, 1H), 8.50 (m, 1H), 7.90 (s, 1H), 7.18 (s, 1H... The reactants are COC(=O)C(Cc1ccc2c(c1)CCCN2C(=O)Cc1ccc(NC(=O)Nc2ccccc2C)c(OC)c1)NC(C)=O, Cl, [Li+], C1COCCO1, [OH-], O, O. Product: COc1cc(CC(=O)N2CCCc3cc(CC(NC(C)=O)C(=O)O)ccc32)ccc1NC(=O)Nc1ccccc1C. Reaction SMILES: [C:1]([CH3:2])(=[O:3])[NH:4][CH:5]([C:6](=[O:7])[O:8][CH3:9])[CH2:10][c:11]1[cH:12][c:13]2[c:18]([cH:19][cH:20]1)[N:17]([C:21]([CH2:22][c:23]1[cH:24][c:25]([O:40][CH3:41])[c:26]([NH:29][C:30](=[O:31])[NH:32][c:33]3[c:34]([CH3:39])[cH:35][cH:36][cH:37][cH:38]3)[cH:27][cH:28]1)=[O:42])[CH2:16][CH2:15][CH2:14]2.[ClH:46].[Li+:45].[O:47]1[CH2:48][CH2:49][O:50][CH2:51][CH2:52]1.[OH-:44].[OH2:43].[OH2:53]>>[C:1]([CH3:2])(=[O:3])[NH:4][CH:5]([C:6](=[O:7])[OH:8])[CH2:10][c:11]1[cH:12][c:13]2[c:18]([cH:19][cH:20]1)[N:17]([C:21]([CH2:22][c:23]1[cH:24][c:25]([O:40][CH3:41])[c:26]([NH:29][C:30](=[O:31])[NH:32][c:33]3[c:34]([CH3:39])[cH:35][cH:36][cH:37][cH:38]3)[cH:27][cH:28]1)=[O:42])[CH2:16][CH2:15][CH2:14]2. The reactants are COC=1C=C2C(=NC=NC2=CC1OC)N1CCC(CC1)N1C(NC2=CC=C(C=C2C1=O)[N+](=O)[O-])=O (3-[1-(6,7-dimethoxy-4-quinazolinyl)-4-piperidinyl]-1,2,3,4-tetrahydro-6-nitro-2,4-dioxoquinazoline), COC1=CC=C(CCl)C=C1 (4-methoxybenzyl chloride). The product is COC=1C=C2C(=NC=NC2=CC1OC)N1CCC(CC1)N1C(N(C2=CC=C(C=C2C1=O)[N+](=O)[O-])CC1=CC=C(C=C1)OC)=O (3-[1-(6,7-Dimethoxy-4-quinazolinyl)-4-piperidinyl]-1,2,3,4-tetrahydro-1-(4-methoxybenzyl)-6-nitro-2,4-dioxoquinazoline). The yield is 62.0%. RXN SMILES: [CH3:1][O:2][C:3]1[CH:4]=[C:5]2[C:10](=[CH:11][C:12]=1[O:13][CH3:14])[N:9]=[CH:8][N:7]=[C:6]2[N:15]1[CH2:20][CH2:19][CH:18]([N:21]2[C:30](=[O:31])[C:29]3[C:24](=[CH:25][CH:26]=[C:27]([N+:32]([O-:34])=[O:33])[CH:28]=3)[NH:23][C:22]2=[O:35])[CH2:17][CH2:16]1.[CH3:36][O:37][C:38]1[CH:45]=[CH:44][C:41]([CH2:42]Cl)=[CH:40][CH:39]=1>>[CH3:1][O:2][C:3]1[CH:4]=[C:5]2[C:10](=[CH:11][C:12]=1[O:13][CH3:14])[N:9]=[CH:8][N:7]=[C:6]2[N:15]1[CH2:20][CH2:19][CH:18]([N:21]2[C:30](=[O:31])[C:29]3[C:24](=[CH:25][CH:26]=[C:27]([N+:32]([O-:34])=[O:33])[CH:28]=3)[N:23]([CH2:42][C:41]3[CH:44]=[CH:45][C:38]([O:37][CH3:36])=[CH:39][CH:40]=3)[C:22]2=[O:35])[CH2:17][CH2:16]1. Reported procedure: The procedure similar to that described in Example 1 was repeated, except that 300 mg (0.63 mmol) of Compound 24 was used and 4-methoxybenzyl chloride was used in place of methyl iodide. As a result, 232.5 mg (yield: 62%) of Compound 12 was obtained as pale yellow crystals. The reactants are C(C)OC(=O)C=1N=NC(=CC1)OCC=1C(=NOC1C)C1=CC=NC=C1 (6-(5-methyl-3-pyridin-4-yl-isoxazol-4-ylmethoxy)-pyridazine-3-carboxylic acid ethyl ester), FC(CN)(F)F (2,2,2-trifluoroethylamine). Yields the product FC(CNC(=O)C=1N=NC(=CC1)OCC=1C(=NOC1C)C1=CC=NC=C1)(F)F (6-(5-Methyl-3-pyridin-4-yl-isoxazol-4-ylmethoxy)-pyridazine-3-carboxylic acid (2,2,2-trifluoro-ethyl)-amide). The yield is 66.0%. Reaction SMILES: C(O[C:4]([C:6]1[N:7]=[N:8][C:9]([O:12][CH2:13][C:14]2[C:15]([C:20]3[CH:25]=[CH:24][N:23]=[CH:22][CH:21]=3)=[N:16][O:17][C:18]=2[CH3:19])=[CH:10][CH:11]=1)=[O:5])C.[F:26][C:27]([F:31])([F:30])[CH2:28][NH2:29]>>[F:26][C:27]([F:31])([F:30])[CH2:28][NH:29][C:4]([C:6]1[N:7]=[N:8][C:9]([O:12][CH2:13][C:14]2[C:15]([C:20]3[CH:21]=[CH:22][N:23]=[CH:24][CH:25]=3)=[N:16][O:17][C:18]=2[CH3:19])=[CH:10][CH:11]=1)=[O:5]. Procedure details: As described for example 67e, 6-(5-methyl-3-pyridin-4-yl-isoxazol-4-ylmethoxy)-pyridazine-3-carboxylic acid ethyl ester (100 mg, 0.29 mmol) was converted, using 2,2,2-trifluoroethylamine instead of aminomethylcyclopropane, to the title compound (76 mg, 66%) which was obtained as a white solid. MS: m/e=394.1 [M+H]+. Starting materials: Cc1cc(C)cc(C(=O)O)c1, NCc1ccccc1. Reagents/catalysts: [B-](F)(F)(F)F.CN(C)C(=[N+](C)C)ON1C=CC=CC1=O (TPTU), CCN(C(C)C)C(C)C (DIPEA), C1=CC=C2C(=C1)N=NN2O (HOBt). The solvent is CN(C)C=O (DMF), CN(C)C=O (DMF), CN(C)C=O (DMF), CN(C)C=O (DMF), CN(C)C=O (DMF), CN(C)C=O (DMF). Conditions: temperature 25 celsius, time 2 hour. Product: Cc1cc(C)cc(C(=O)NCc2ccccc2)c1. Yield: 55.8%. Reaction SMILES: NCc1ccccc1.Cc1cc(C)cc(C(=O)O)c1.[B-](F)(F)(F)F.CN(C)C(=[N+](C)C)ON1C=CC=CC1=O.C1=CC=C2C(=C1)N=NN2O.CCN(C(C)C)C(C)C.CN(C)C=O>>Cc1cc(C)cc(C(=O)NCc2ccccc2)c1. Reactants: O=C1OCCC1N1C(CCC1)=O (1-(tetrahydro-2-oxo-3-furyl)-2-pyrrolidinone), C(CCC)N (n-butylamine). Solvent: CO (methanol). Reaction conditions: temperature 65 celsius. Yields the product C(CCC)NC(C(N1C(CCC1)=O)CCO)=O (N-n-butyl-alpha-(2-hydroxyethyl)-2-oxo-1-pyrrolidineacetamide). Isolated yield 84.6%. As a reaction SMILES: [O:1]=[C:2]1[CH:6]([N:7]2[CH2:11][CH2:10][CH2:9][C:8]2=[O:12])[CH2:5][CH2:4][O:3]1.[CH2:13]([NH2:17])[CH2:14][CH2:15][CH3:16]>CO>[CH2:13]([NH:17][C:2](=[O:1])[CH:6]([CH2:5][CH2:4][OH:3])[N:7]1[CH2:11][CH2:10][CH2:9][C:8]1=[O:12])[CH2:14][CH2:15][CH3:16]. Procedure details: 10.14 g (0.06 mol) of 1-(tetrahydro-2-oxo-3-furyl)-2-pyrrolidinone are dissolved in 50 ml of methanol and 8.78 g (0.12 mol) of n-butylamine are added to the solution. The reaction mixture is heated under reflux (65° C.) for 3 hours and then evaporated under a high vacuum. 12.3 g (yield: 85% of theory) of N-n-butyl-alpha-(2-hydroxyethyl)-2-oxo-1-pyrrolidineacetamide are obtained in the form of a syrup.